The task is: describe an organic reaction: reactants, conditions, products, and yield. This data is from the Open Reaction Database (ORD), a public repository of structured organic reaction records. Reactants: CCO, CC(C)CCC(=O)CC(Nc1ccc2ccc(Cl)nc2n1)c1ccccc1C(=O)O, O. Yields the product CC(C)CCC(=O)CC1c2ccccc2C(=O)N1c1ccc2ccc(Cl)nc2n1. As a reaction SMILES: [CH3:31][CH2:32][OH:33].[Cl:1][c:2]1[cH:3][cH:4][c:5]2[cH:6][cH:7][c:8]([NH:12][CH:13]([CH2:14][C:15]([CH2:16][CH2:17][CH:18]([CH3:19])[CH3:20])=[O:21])[c:22]3[c:23]([C:24](=[O:25])[OH:26])[cH:27][cH:28][cH:29][cH:30]3)[n:9][c:10]2[n:11]1.[OH2:34]>>[Cl:1][c:2]1[cH:3][cH:4][c:5]2[cH:6][cH:7][c:8]([N:12]3[CH:13]([CH2:14][C:15]([CH2:16][CH2:17][CH:18]([CH3:19])[CH3:20])=[O:21])[c:22]4[c:23]([cH:27][cH:28][cH:29][cH:30]4)[C:24]3=[O:25])[n:9][c:10]2[n:11]1. Product: CN1CC2(CCN(Cc3ccc(C(=O)O)cc3)CC2)c2ccccc21. Starting materials: O=C(O)c1ccc(CBr)cc1, CN1CC2(CCNCC2)c2ccccc21, CCO, CCN(C(C)C)C(C)C. Reaction SMILES: [Br:16][CH2:17][c:18]1[cH:19][cH:20][c:21]([C:22](=[O:23])[OH:24])[cH:25][cH:26]1.[CH3:1][N:2]1[CH2:3][C:4]2([c:5]3[cH:6][cH:7][cH:8][cH:9][c:10]31)[CH2:11][CH2:12][NH:13][CH2:14][CH2:15]2.[CH3:36][CH2:37][OH:38].[CH:27]([N:28]([CH2:29][CH3:30])[CH:31]([CH3:32])[CH3:33])([CH3:34])[CH3:35]>>[CH3:1][N:2]1[CH2:3][C:4]2([c:5]3[cH:6][cH:7][cH:8][cH:9][c:10]31)[CH2:11][CH2:12][N:13]([CH2:17][c:18]1[cH:19][cH:20][c:21]([C:22](=[O:23])[OH:24])[cH:25][cH:26]1)[CH2:14][CH2:15]2. Starting materials: OC=1C=C2CCCC(C2=CC1)=O (6-hydroxy-1-tetralone), COC=1C=C(C=O)C=C(C1)OC (3,5-dimethoxybenzaldehyde), Cl (hydrochloric acid). The solvent is CO (methanol). The product is COC=1C=C(C=C(C1)OC)C=C1C(C2=CC=C(C=C2CC1)O)=O (2-[(3,5-dimethoxyphenyl)methylene]-6-hydroxy-1-tetralone). Yield: 66.7%. Reaction SMILES: [OH:1][C:2]1[CH:3]=[C:4]2[C:9](=[CH:10][CH:11]=1)[C:8](=[O:12])[CH2:7][CH2:6][CH2:5]2.[CH3:13][O:14][C:15]1[CH:16]=[C:17]([CH:20]=[C:21]([O:23][CH3:24])[CH:22]=1)[CH:18]=O.Cl>CO>[CH3:24][O:23][C:21]1[CH:20]=[C:17]([CH:18]=[C:7]2[CH2:6][CH2:5][C:4]3[C:9](=[CH:10][CH:11]=[C:2]([OH:1])[CH:3]=3)[C:8]2=[O:12])[CH:16]=[C:15]([O:14][CH3:13])[CH:22]=1. Procedure details: After 6-hydroxy-1-tetralone 1.0 g and 3,5-dimethoxybenzaldehyde 1.23 g were added to a mixture of concentrated hydrochloric acid 50 ml and methanol 75 ml, the mixture was refluxed for 1.5 hours and cooled to room temperature, and the precipitated crystals were filtered. The crystals were dried over phosphorous pentoxide for four hours under reduced pressure to obtain the desired compound 1.276 g. Starting materials: chromic sulfate, [OH-].[NH4+] (ammonium hydroxide), [OH-].[Cr+3].[OH-].[OH-] (chromium hydroxide), S(=O)(=O)([O-])[O-].[Cr+3].S(=O)(=O)([O-])[O-].S(=O)(=O)([O-])[O-].[Cr+3] (chromium sulfate). Run at temperature 500 celsius. Product: [O-2].[Cr+3].[O-2].[O-2].[Cr+3].S(=O)(=O)([O-])[O-] (chromium (III) oxide sulfate). As a reaction SMILES: [OH-].[NH4+].[OH-].[Cr+3:4].[OH-].[OH-].[S:7]([O-:11])([O-:10])(=[O:9])=[O:8].[Cr+3].S([O-])([O-])(=O)=[O:14].S([O-])([O-])(=O)=[O:19].[Cr+3]>>[O-2:8].[Cr+3:4].[O-2:14].[O-2:19].[Cr+3:4].[S:7]([O-:11])([O-:10])(=[O:9])=[O:8] |f:0.1,2.3.4.5,6.7.8.9.10,11.12.13.14.15.16|. Reported procedure: To 500 parts of a solution containing 150 parts chromic sulfate, 150 parts of ammonium hydroxide were added to precipitate a mixture of chromium hydroxide and chromium sulfate, which was filtered, washed with distilled water, dried and heated at about 500° C in air to form a chromium (III) oxide-sulfate starting mixture. Thirty-eight parts of this mixture was combined with 22 parts of chromium trioxide and 25 parts of water. The mixture was placed in a water bath and stirred until an homogenous ... The reactants are ClC1=C(C=C(C=C1)NC(=O)C=1C=CC(=NC1C)N1CCN(CC1)C(=O)OC(C)(C)C)C1=NC=CC=C1 (tert-butyl 4-(5-(4-chloro-3-(pyridin-2-yl)phenylcarbamoyl)-6-methylpyridin-2-yl)piperazine-1-carboxylate), C(=O)(C(F)(F)F)O (TFA), O (H2O). Run in C(C)(=O)OCC (ethyl acetate). The product is ClC1=C(C=C(C=C1)NC(C1=C(N=C(C=C1)N1CCNCC1)C)=O)C1=NC=CC=C1 (N-(4-chloro-3-(pyridin-2-yl)phenyl)-2-methyl-6-(piperazin-1-yl)nicotinamide). RXN SMILES: [Cl:1][C:2]1[CH:7]=[CH:6][C:5]([NH:8][C:9]([C:11]2[CH:12]=[CH:13][C:14]([N:18]3[CH2:23][CH2:22][N:21](C(OC(C)(C)C)=O)[CH2:20][CH2:19]3)=[N:15][C:16]=2[CH3:17])=[O:10])=[CH:4][C:3]=1[C:31]1[CH:36]=[CH:35][CH:34]=[CH:33][N:32]=1.C(O)(C(F)(F)F)=O.O>C(OCC)(=O)C>[Cl:1][C:2]1[CH:7]=[CH:6][C:5]([NH:8][C:9](=[O:10])[C:11]2[CH:12]=[CH:13][C:14]([N:18]3[CH2:23][CH2:22][NH:21][CH2:20][CH2:19]3)=[N:15][C:16]=2[CH3:17])=[CH:4][C:3]=1[C:31]1[CH:36]=[CH:35][CH:34]=[CH:33][N:32]=1. Reported procedure: Procedure F was performed using 80 mg of 6-chloro-N-(4-chloro-3-(pyridin-2-yl)phenyl)-2-methylnicotinamide and 209 mg of 1-Boc-piperizine in 1 mL of BuOH. The reaction mixture was evaporated to afford tert-butyl 4-(5-(4-chloro-3-(pyridin-2-yl)phenylcarbamoyl)-6-methylpyridin-2-yl)piperazine-1-carboxylate. 150 mg of tert-butyl 4-(5-(4-chloro-3-(pyridin-2-yl)phenylcarbamoyl)-6-methylpyridin-2-yl)piperazine-1-carboxylate was treated with TFA (1 mL) containing trace amounts of H2O for 2 h. The react... Reactants: C1(CCC1)N1CCC(CC1)OC1=CC=C(C=C1)N1C(=C(C=C1C)C(=O)OC)C (methyl 1-{4-[(1-cyclobutylpiperidin-4-yl)oxy]phenyl}-2,5-dimethyl-1H-pyrrole-3-carboxylate), N1CCCC1 (pyrrolidine). Reaction conditions: temperature 100 celsius, time 16 hour. Yields the product C1(CCC1)N1CCC(CC1)OC1=CC=C(C=C1)N1C(=C(C=C1C)C(=O)N1CCCC1)C ((1-{4-[(1-cyclobutylpiperidin-4-yl)oxy]phenyl}-2,5-dimethyl-1H-pyrrol-3-yl)(pyrrolidin-1-yl)methanone). RXN SMILES: [CH:1]1([N:5]2[CH2:10][CH2:9][CH:8]([O:11][C:12]3[CH:17]=[CH:16][C:15]([N:18]4[C:22]([CH3:23])=[CH:21][C:20]([C:24]([O:26]C)=O)=[C:19]4[CH3:28])=[CH:14][CH:13]=3)[CH2:7][CH2:6]2)[CH2:4][CH2:3][CH2:2]1.[NH:29]1[CH2:33][CH2:32][CH2:31][CH2:30]1>>[CH:1]1([N:5]2[CH2:6][CH2:7][CH:8]([O:11][C:12]3[CH:17]=[CH:16][C:15]([N:18]4[C:22]([CH3:23])=[CH:21][C:20]([C:24]([N:29]5[CH2:33][CH2:32][CH2:31][CH2:30]5)=[O:26])=[C:19]4[CH3:28])=[CH:14][CH:13]=3)[CH2:9][CH2:10]2)[CH2:4][CH2:3][CH2:2]1. Procedure details: A mixture of the methyl 1-{4-[(1-cyclobutylpiperidin-4-yl)oxy]phenyl}-2,5-dimethyl-1H-pyrrole-3-carboxylate (0.06 g) synthesized in Example 4 and pyrrolidine (0.112 g) was stirred in a sealed tube at 100° C. for 16 hours. The reaction mixture was left to cool to room temperature and concentrated under reduced pressure; the resulting residue was purified by silica gel column chromatography (NH preparative silica gel plate 0.5 mm; eluent: n-hexane/ethyl acetate=50/50) to give the titled compound a... The reactants are C1(=CC=CC=C1)C(N1N=C(N=C1)CCCOC1=NC=CC(=C1)CN)(C1=CC=CC=C1)C1=CC=CC=C1 (1-[2-({3-[1-(triphenylmethyl)-1H-1,2,4-triazol-3-yl]propyl}oxy)pyridin-4-yl]methaneamine), C1(=CC=CC=C1)C(N1N=C(N=C1)OCCOC=1C=C(C=CC1)CN)(C1=CC=CC=C1)C1=CC=CC=C1 (1-{3-[(2-{[1-(triphenylmethyl)-1H-1,2,4-triazol-3-yl]oxy}ethyl)oxy]phenyl}methanamine), O=C1NC(=NC2=CC=CC=C12)C(=O)OCC (ethyl 4-oxo-3,4-dihydro-2-quinazolinecarboxylate), CC1=CC=C(C=C1)C1=CSC=2N=C(NC(C21)=O)C(=O)OCC (ethyl 5-(4-methylphenyl)-4-oxo-3,4-dihydrothieno[2,3-d]pyrimidine-2-carboxylate). The product is CC1=CC=C(C=C1)C1=CSC=2N=C(NC(C21)=O)C(=O)NCC2=CC(=CC=C2)OCCOC2=NNC=N2 (5-(4-methylphenyl)-4-oxo-N-{3-[2-(1H-1,2,4-triazol-3-yloxy)ethoxy]benzyl}-3,4-dihydrothieno[2,3-d]pyrimidine-2-carboxamide), powder. The yield is 68.0%. Reaction SMILES: O=C1C2C(=CC=CC=2)N=C(C(OCC)=O)N1.[CH3:17][C:18]1[CH:23]=[CH:22][C:21]([C:24]2[C:32]3[C:31](=[O:33])[NH:30][C:29]([C:34](OCC)=[O:35])=[N:28][C:27]=3[S:26][CH:25]=2)=[CH:20][CH:19]=1.C1(C(C2C=CC=CC=2)(C2C=CC=CC=2)N2C=NC(CCCOC3C=C(CN)C=CN=3)=N2)C=CC=CC=1.C1(C(C2C=CC=CC=2)(C2C=CC=CC=2)[N:82]2[CH:86]=[N:85][C:84]([O:87][CH2:88][CH2:89][O:90][C:91]3[CH:92]=[C:93]([CH2:97][NH2:98])[CH:94]=[CH:95][CH:96]=3)=[N:83]2)C=CC=CC=1>>[CH3:17][C:18]1[CH:19]=[CH:20][C:21]([C:24]2[C:32]3[C:31](=[O:33])[NH:30][C:29]([C:34]([NH:98][CH2:97][C:93]4[CH:94]=[CH:95][CH:96]=[C:91]([O:90][CH2:89][CH2:88][O:87][C:84]5[N:85]=[CH:86][NH:82][N:83]=5)[CH:92]=4)=[O:35])=[N:28][C:27]=3[S:26][CH:25]=2)=[CH:22][CH:23]=1. Procedure: By a method similar to that in Example 22, and using, instead of ethyl 4-oxo-3,4-dihydro-2-quinazolinecarboxylate, ethyl 5-(4-methylphenyl)-4-oxo-3,4-dihydrothieno[2,3-d]pyrimidine-2-carboxylate obtained in Reference Example 81 and using, instead of 1-[2-({3-[1-(triphenylmethyl)-1H-1,2,4-triazol-3-yl]propyl}oxy)pyridin-4-yl]methaneamine, 1-{3-[(2-{[1-(triphenylmethyl)-1H-1,2,4-triazol-3-yl]oxy}ethyl)oxy]phenyl}methanamine obtained in Reference Example 32, the title compound was obtained as a whi... The reactants are NC1=CC=C(C=C1)C1=C(C2=C(S1)C=C(C=C2)OCC2=CC=CC=C2)CC2=CC(=C(C=C2)CN2CCCC2)OC (2-(4-Aminophenyl)-6-benzyloxy 3-[3-methoxy-4-[(1-pyrrolidinyl)methyl]benzyl]benzo[b]thiophene), C(=O)[O-].[NH4+] (ammonium formate). Reagents/catalysts: [Pd] (palladium on carbon). Solvent: C1CCOC1 (THF). Conditions: time 21 hour. The product is NC1=CC=C(C=C1)C1=C(C2=C(S1)C=C(C=C2)O)CC2=CC(=C(C=C2)N2CCCC2)OC (2-(4-Aminophenyl)-6-hydroxy-3-[3-methoxy-4-(1-pyrrolidinyl)-benzyl]benzo[b]thiophene). RXN SMILES: [NH2:1][C:2]1[CH:7]=[CH:6][C:5]([C:8]2[S:12][C:11]3[CH:13]=[C:14]([O:17]CC4C=CC=CC=4)[CH:15]=[CH:16][C:10]=3[C:9]=2[CH2:25][C:26]2[CH:31]=[CH:30][C:29](CN3CCCC3)=[C:28]([O:38][CH3:39])[CH:27]=2)=[CH:4][CH:3]=1.C([O-])=O.[NH4+:43]>C1COCC1.[Pd]>[NH2:1][C:2]1[CH:7]=[CH:6][C:5]([C:8]2[S:12][C:11]3[CH:13]=[C:14]([OH:17])[CH:15]=[CH:16][C:10]=3[C:9]=2[CH2:25][C:26]2[CH:31]=[CH:30][C:29]([N:43]3[CH2:4][CH2:3][CH2:2][CH2:7]3)=[C:28]([O:38][CH3:39])[CH:27]=2)=[CH:4][CH:3]=1 |f:1.2|. Procedure details: 2-(4-Aminophenyl)-6-benzyloxy 3-[3-methoxy-4-[(1-pyrrolidinyl)methyl]benzyl]benzo[b]thiophene (103 mg) in THF (4.0 mL) was treated with a solution of ammonium formate (25% in H2O, 2.0 mL) and 10% palladium on carbon (100 mg) sequentially at ambient temperature. The resulting mixture was stirred at ambient temperature under argon for 21 h before filtered through diatomaceous earth followed by rinsing with dichloromethane and methanol. The filtrate was extracted with dichloromethane (20 mL×3) from... Starting materials: B(OC1=CC=C(C=C1)OCCOCC)([O-])[O-] (4-(2-ethoxyethoxy)phenyl borate), BrC=1C=CC2=C(C=C(CCN2CCC)C(=O)NC2=CC=C(C=C2)CN(C2CCOCC2)C)C1 (7-bromo-1-propyl-N-[4-[[N-methyl-N-(tetrahydro-2H-pyran-4-yl)amino]methyl]phenyl]-2,3-dihydro-1H-1-benzazepine-4-carboxamide), C([O-])([O-])=O.[K+].[K+] (potassium carbonate). Reagents/catalysts: C=1C=CC(=CC1)[P](C=2C=CC=CC2)(C=3C=CC=CC3)[Pd]([P](C=4C=CC=CC4)(C=5C=CC=CC5)C=6C=CC=CC6)([P](C=7C=CC=CC7)(C=8C=CC=CC8)C=9C=CC=CC9)[P](C=1C=CC=CC1)(C=1C=CC=CC1)C=1C=CC=CC1 (tetrakistriphenylphosphinepalladium). Solvent: O.C(C)O.C1(=CC=CC=C1)C (water ethanol toluene), C(C)(=O)OCC (ethyl acetate). Conditions: time 30 minute. The product is C(C)OCCOC1=CC=C(C=C1)C=1C=CC2=C(C=C(CCN2CCC)C(=O)NC2=CC=C(C=C2)CN(C2CCOCC2)C)C1 (7-[4-(2-ethoxyethoxy)phenyl]-N-[4-[[N-methyl-N-(tetrahydro-2H-pyran-4-yl)amino]methyl]phenyl]-1-propyl-2,3-dihydro-1H-1-benzazepine-4-carboxamide). Isolated yield 46.3%. RXN SMILES: B([O-])([O-])O[C:3]1[CH:8]=[CH:7][C:6]([O:9][CH2:10][CH2:11][O:12][CH2:13][CH3:14])=[CH:5][CH:4]=1.Br[C:18]1[CH:19]=[CH:20][C:21]2[N:27]([CH2:28][CH2:29][CH3:30])[CH2:26][CH2:25][C:24]([C:31]([NH:33][C:34]3[CH:39]=[CH:38][C:37]([CH2:40][N:41]([CH3:48])[CH:42]4[CH2:47][CH2:46][O:45][CH2:44][CH2:43]4)=[CH:36][CH:35]=3)=[O:32])=[CH:23][C:22]=2[CH:49]=1.C(=O)([O-])[O-].[K+].[K+]>O.C(O)C.C1(C)C=CC=CC=1.C(OCC)(=O)C.C1C=CC([P]([Pd]([P](C2C=CC=CC=2)(C2C=CC=CC=2)C2C=CC=CC=2)([P](C2C=CC=CC=2)(C2C=CC=CC=2)C2C=CC=CC=2)[P](C2C=CC=CC=2)(C2C=CC=CC=2)C2C=CC=CC=2)(C2C=CC=CC=2)C2C=CC=CC=2)=CC=1>[CH2:13]([O:12][CH2:11][CH2:10][O:9][C:6]1[CH:7]=[CH:8][C:3]([C:18]2[CH:19]=[CH:20][C:21]3[N:27]([CH2:28][CH2:29][CH3:30])[CH2:26][CH2:25][C:24]([C:31]([NH:33][C:34]4[CH:35]=[CH:36][C:37]([CH2:40][N:41]([CH3:48])[CH:42]5[CH2:43][CH2:44][O:45][CH2:46][CH2:47]5)=[CH:38][CH:39]=4)=[O:32])=[CH:23][C:22]=3[CH:49]=2)=[CH:4][CH:5]=1)[CH3:14] |f:2.3.4,5.6.7,^1:76,78,97,116|. Procedure: In a mixture of water:ethanol:toluene (1:1:10. v/v, 18.0 ml) were dissolved 4-(2-ethoxyethoxy)phenyl borate (246 mg) and 7-bromo-1-propyl-N-[4-[[N-methyl-N-(tetrahydro-2H-pyran-4-yl)amino]methyl]phenyl]-2,3-dihydro-1H-1-benzazepine-4-carboxamide (400 mg). To the solution was added potassium carbonate (259 mg), and the mixture was stirred under argon atmosphere at room temperature for 30 minutes. To the mixture was added tetrakistriphenylphosphinepalladium (36 mg), and the mixture was heated to r...